From a dataset of the Open Reaction Database (ORD), a public repository of structured organic reaction records. describe an organic reaction: reactants, conditions, products, and yield Starting materials: Cl (hydrochloric acid), resin, resin, [OH-].[Na+] (sodium hydroxide), FC1=C(C=CC(=C1)F)C1=CC=C(C=C1)CC(=O)[O-] (4-(2',4'-Difluorophenyl)phenylacetate). Run in O (water), O (water). The product is FC1=C(C=CC(=C1)F)C1=CC=C(C=C1)O (4-(2,4-difluorophenyl)phenol). RXN SMILES: [OH-:1].[Na+].[F:3][C:4]1[CH:9]=[C:8]([F:10])[CH:7]=[CH:6][C:5]=1[C:11]1[CH:16]=[CH:15][C:14](CC([O-])=O)=[CH:13][CH:12]=1.Cl>O>[F:3][C:4]1[CH:9]=[C:8]([F:10])[CH:7]=[CH:6][C:5]=1[C:11]1[CH:16]=[CH:15][C:14]([OH:1])=[CH:13][CH:12]=1 |f:0.1|. Reported procedure: A 30 liter resin pot is fitted with stirrer, thermometer and reflux condenser, and charged with 2.62 kg. of 50% aqueous sodium hydroxide and 11.34 liters of water. 4-(2',4'-Difluorophenyl)phenylacetate (1.876 kg., 7.55 m) is added and the batch is heated to reflux over 2.5 hours. The batch is refluxed for 2 hours (in solution at 75°), then cooled to 100° and added to a solution of 3.27 liters of concentrated hydrochloric acid in 9.8 liters of water in a 50 liter resin pot over a 30 minute period... Reactants: C1CCOC1, CCOC(=O)C(=O)c1ccc(C)s1, [Na+], [OH-], O. The product is Cc1ccc(C(=O)C(=O)O)s1. As a reaction SMILES: [CH2:16]1[O:17][CH2:18][CH2:19][CH2:20]1.[CH2:1]([CH3:2])[O:3][C:4]([C:5](=[O:6])[c:7]1[s:8][c:9]([CH3:12])[cH:10][cH:11]1)=[O:13].[Na+:15].[OH-:14].[OH2:21]>>[O:3]=[C:4]([C:5](=[O:6])[c:7]1[s:8][c:9]([CH3:12])[cH:10][cH:11]1)[OH:13]. RXN SMILES: [F:1][CH:2]([F:18])[O:3][C:4]1[CH:9]=[C:8]([O:10][CH:11]([F:13])[F:12])[N:7]=[C:6](S(C)(=O)=O)[N:5]=1.[NH3:19]>C(Cl)Cl>[F:1][CH:2]([F:18])[O:3][C:4]1[CH:9]=[C:8]([O:10][CH:11]([F:13])[F:12])[N:7]=[C:6]([NH2:19])[N:5]=1. Solvent: C(Cl)Cl (methylene chloride). Starting materials: FC(OC1=NC(=NC(=C1)OC(F)F)S(=O)(=O)C)F (4,6-bis(difluoromethoxy)-2-methylsulfonylpyrimidine), N (ammonia). Reaction conditions: time 2 hour. Product: FC(OC1=NC(=NC(=C1)OC(F)F)N)F (4,6-bis(difluoromethoxy)-2-aminopyrimidine). Procedure: To a solution of 1.0 g of 4,6-bis(difluoromethoxy)-2-methylsulfonylpyrimidine in 20 ml of methylene chloride are added, with vigorous stirring, 5 ml of a 30% aqueous ammonia solution, in the course of which the reaction mixture warms up and is stirred for a further 2 hours. The solution is subsequently concentrated by evaporation and crystallised to thus obtain, in quantitative yield, (0.8 g) 4,6-bis(difluoromethoxy)-2-aminopyrimidine, m.p. 67°-69° C. The reactants are C(C1=CC=CC=C1)N (benzylamine), ClC1=NC(=C(C(=C1[N+](=O)[O-])Cl)C)C (2,4-Dichloro-5,6-Dimethyl-3-nitro-pyridine), C([O-])([O-])=O.[K+].[K+] (Potassium carbonate). The solvent is CCOC(=O)C (EtOAc), C(C)#N (acetonitrile). Conditions: temperature 55 celsius. The product is C(C1=CC=CC=C1)NC1=C(C(=NC(=C1C)C)Cl)[N+](=O)[O-] (Benzyl-(2-chloro-5,6-dimethyl-3-nitro-pyridin-4-yl)-amine). Isolated yield 45.7%. As a reaction SMILES: [Cl:1][C:2]1[C:7]([N+:8]([O-:10])=[O:9])=[C:6](Cl)[C:5]([CH3:12])=[C:4]([CH3:13])[N:3]=1.[CH2:14]([NH2:21])[C:15]1[CH:20]=[CH:19][CH:18]=[CH:17][CH:16]=1.C(=O)([O-])[O-].[K+].[K+]>C(#N)C.CCOC(C)=O>[CH2:14]([NH:21][C:6]1[C:5]([CH3:12])=[C:4]([CH3:13])[N:3]=[C:2]([Cl:1])[C:7]=1[N+:8]([O-:10])=[O:9])[C:15]1[CH:20]=[CH:19][CH:18]=[CH:17][CH:16]=1 |f:2.3.4|. Procedure: 2,4-Dichloro-5,6-Dimethyl-3-nitro-pyridine (2 g, 9 mmol) was dissolved in acetonitrile (100 mL) and benzylamine (1.0 mL, 9.5 mmol). Potassium carbonate (1.3 g, 9.5 mmol) was added in one portion, and the whole was heated at 55° C. for 16 h. The reaction mixture was diluted with EtOAc and washed with 50 mL water. The aqueous was re-extracted with EtOAc, the organics were combined and then dried over MgSO4 and evaporated to a dark red residue. This residue was purified by column chromatography on ... Reactants: c1ccc(CNc2nc(-c3ccccn3)cs2)cc1, O=C1CCC(=O)N1Cl, CN(C)C=O. Product: Clc1sc(NCc2ccccc2)nc1-c1ccccn1. As a reaction SMILES: [CH2:1]([c:2]1[cH:3][cH:4][cH:5][cH:6][cH:7]1)[NH:8][c:9]1[s:10][cH:11][c:12](-[c:14]2[n:15][cH:16][cH:17][cH:18][cH:19]2)[n:13]1.[Cl:20][N:21]1[C:22](=[O:23])[CH2:24][CH2:25][C:26]1=[O:27].[O:28]=[CH:29][N:30]([CH3:31])[CH3:32]>>[CH2:1]([c:2]1[cH:3][cH:4][cH:5][cH:6][cH:7]1)[NH:8][c:9]1[s:10][c:11]([Cl:20])[c:12](-[c:14]2[n:15][cH:16][cH:17][cH:18][cH:19]2)[n:13]1. Starting materials: BrC1=C(C=CC(=C1)C(F)(F)F)I (2-bromo-1-iodo-4-(trifluoromethyl)benzene), CC1(OB(OC1(C)C)C1=C2CCN(CC2=CC=C1)C(=O)OC(C)(C)C)C (tert-butyl 5-(4,4,5,5-tetramethyl-1,3,2-dioxaborolan-2-yl)-3,4-dihydroisoquinoline-2(1H)-carboxylate), C([O-])([O-])=O.[K+].[K+] (potassium carbonate). Reagents/catalysts: C=1C=CC(=CC1)[P](C=2C=CC=CC2)(C=3C=CC=CC3)[Pd]([P](C=4C=CC=CC4)(C=5C=CC=CC5)C=6C=CC=CC6)([P](C=7C=CC=CC7)(C=8C=CC=CC8)C=9C=CC=CC9)[P](C=1C=CC=CC1)(C=1C=CC=CC1)C=1C=CC=CC1 (Pd(PPh3)4). Run in O1CCOCC1 (dioxane), O (water), CCOC(=O)C (EtOAc). Run at temperature 130 celsius. Yields the product BrC1=C(C=CC(=C1)C(F)(F)F)C1=C2CCN(CC2=CC=C1)C(=O)OC(C)(C)C (tert-butyl 5-(2-bromo-4-(trifluoromethyl)phenyl)-3,4-dihydroisoquinoline-2(1H)-carboxylate). Yield: 85.9%. RXN SMILES: [Br:1][C:2]1[CH:7]=[C:6]([C:8]([F:11])([F:10])[F:9])[CH:5]=[CH:4][C:3]=1I.CC1(C)C(C)(C)OB([C:21]2[CH:30]=[CH:29][CH:28]=[C:27]3[C:22]=2[CH2:23][CH2:24][N:25]([C:31]([O:33][C:34]([CH3:37])([CH3:36])[CH3:35])=[O:32])[CH2:26]3)O1.C(=O)([O-])[O-].[K+].[K+]>O1CCOCC1.O.CCOC(C)=O.C1C=CC([P]([Pd]([P](C2C=CC=CC=2)(C2C=CC=CC=2)C2C=CC=CC=2)([P](C2C=CC=CC=2)(C2C=CC=CC=2)C2C=CC=CC=2)[P](C2C=CC=CC=2)(C2C=CC=CC=2)C2C=CC=CC=2)(C2C=CC=CC=2)C2C=CC=CC=2)=CC=1>[Br:1][C:2]1[CH:7]=[C:6]([C:8]([F:11])([F:10])[F:9])[CH:5]=[CH:4][C:3]=1[C:21]1[CH:30]=[CH:29][CH:28]=[C:27]2[C:22]=1[CH2:23][CH2:24][N:25]([C:31]([O:33][C:34]([CH3:37])([CH3:36])[CH3:35])=[O:32])[CH2:26]2 |f:2.3.4,^1:61,63,82,101|. Reported procedure: A solution of Pd(PPh3)4 (Strem Chemicals Inc., Newburyport, Mass., 0.804 g, 0.696 mmol), 2-bromo-1-iodo-4-(trifluoromethyl)benzene (Matrix Scientific, Columbia, S.C., 3.05 g, 8.70 mmol), tert-butyl 5-(4,4,5,5-tetramethyl-1,3,2-dioxaborolan-2-yl)-3,4-dihydroisoquinoline-2(1H)-carboxylate (ASW Medchem, Brunswick, N.J., 2.500 g, 6.96 mmol), and potassium carbonate (4.81 g, 34.8 mmol) in 14 mL dioxane and 6 mL water was heated to 100° C. overnight. LC/MS showed about 50% conversion, so the reaction ... Reactants: OC1=C(C(=O)CCC(=O)OC)C=CC=C1 (methyl 3-(2-hydroxybenzoyl)-propionate), C([O-])([O-])=O.[K+].[K+] (potassium carbonate), C(Br)C1CO1 (epibromohydrin). Solvent: CC(=O)CC (ethyl methyl ketone). Yields the product O1C(COC2=C(C(=O)CCC(=O)OC)C=CC=C2)C1 (methyl 3-[2-(2,3-epoxypropoxy)benzoyl]propionate). Yield: 104.7%. Reaction SMILES: [OH:1][C:2]1[CH:15]=[CH:14][CH:13]=[CH:12][C:3]=1[C:4]([CH2:6][CH2:7][C:8]([O:10][CH3:11])=[O:9])=[O:5].C(=O)([O-])[O-].[K+].[K+].[CH2:22]([CH:24]1[O:26][CH2:25]1)Br>CC(CC)=O>[O:26]1[CH2:25][CH:24]1[CH2:22][O:1][C:2]1[CH:15]=[CH:14][CH:13]=[CH:12][C:3]=1[C:4]([CH2:6][CH2:7][C:8]([O:10][CH3:11])=[O:9])=[O:5] |f:1.2.3|. Procedure details: A well stirred mixture of methyl 3-(2-hydroxybenzoyl)-propionate (63.3 g, 0.3 mole), potassium carbonate (48.4 g, 0.35 mole). epibromohydrin (117 ml, 1.4 mole), and dry ethyl methyl ketone (2000 ml) was heated under reflux for 28 hours. Evaporation of the filtered solution under reduced pressure gave methyl 3-[2-(2,3-epoxypropoxy)benzoyl]propionate (83 g, 100%). Reaction SMILES: [H-].[H-].[H-].[H-].[Li+].[Al+3].[C:7]1([C:17](O)=[O:18])[C:16]2[CH2:15][CH2:14][CH2:13][CH2:12][C:11]=2[CH:10]=[CH:9][CH:8]=1.OS([O-])(=O)=O.[K+]>CCOCC.C1COCC1>[OH:18][CH2:17][C:7]1[C:16]2[CH2:15][CH2:14][CH2:13][CH2:12][C:11]=2[CH:10]=[CH:9][CH:8]=1 |f:0.1.2.3.4.5,7.8|. Product: OCC1=CC=CC=2CCCCC12 (5,6,7,8-Tetrahydro-1-hydroxymethylnaphthalene). Run at time 8 hour. Reported procedure: A solution of 20 mL (0.019 mol) of 1.0M LiAlH4 in Et2O was cooled to -78° C. and treated dropwise with a solution of 3.42 g (0.019 mol) of 5,6,7,8-tetrahydro-1-naphthoic acid in 20 mL THF. The solution was allowed to warm to room temperature and stirred overnight. The solution was cooled to 0° C. and decomposed with 40 mL of a 0.43M solution of KHSO4. The mixture was filtered through Celite and washed with EtOAc. The organic phase was washed with 1N HCl and saturated NaCl. Drying over MgSO4 and ... Reactants: C1(=CC=CC=2CCCCC12)C(=O)O (5,6,7,8-tetrahydro-1-naphthoic acid), OS(=O)(=O)[O-].[K+] (KHSO4), [H-].[H-].[H-].[H-].[Li+].[Al+3] (LiAlH4), solution. The yield is 98.0%. Solvent: C1CCOC1 (THF), CCOCC (Et2O).